Task: describe an organic reaction: reactants, conditions, products, and yield. Dataset: the Open Reaction Database (ORD), a public repository of structured organic reaction records The reactants are C(C)(C)(C)O[C@H](C(=O)OCC)C1=C(C2=C(N=C(S2)N2C(C(=NCC2)C=2C=C3C=NN(C3=CC2)C)=O)C=C1C)C1=CC=C(C=C1)Cl ((S)-ethyl 2-tert-butoxy-2-(7-(4-chlorophenyl)-5-methyl-2-(3-(1-methyl-1H-indazol-5-yl)-2-oxo-5,6-dihydropyrazin-1(2H)-yl)benzo[d]thiazol-6-yl)acetate), C(C)(=O)O (acetic acid), [OH-].[Na+] (Sodium hydroxide), C(#N)[BH3-].[Na+] (sodium cyanoborohydride). The solvent is C1CCOC1 (THF), C(C)(=O)OCC (ethyl acetate). Conditions: time 12 hour. Product: C(C)(C)(C)O[C@H](C(=O)OCC)C1=C(C2=C(N=C(S2)N2C(C(NCC2)C=2C=C3C=NN(C3=CC2)C)=O)C=C1C)C1=CC=C(C=C1)Cl ((2S)-ethyl 2-tert-butoxy-2-(7-(4-chlorophenyl)-5-methyl-2-(3-(1-methyl-1H-indazol-5-yl)-2-oxopiperazin-1-yl)benzo[d]thiazol-6-yl)acetate). RXN SMILES: [C:1]([O:5][C@@H:6]([C:12]1[C:37]([CH3:38])=[CH:36][C:15]2[N:16]=[C:17]([N:19]3[CH2:24][CH2:23][N:22]=[C:21]([C:25]4[CH:26]=[C:27]5[C:31](=[CH:32][CH:33]=4)[N:30]([CH3:34])[N:29]=[CH:28]5)[C:20]3=[O:35])[S:18][C:14]=2[C:13]=1[C:39]1[CH:44]=[CH:43][C:42]([Cl:45])=[CH:41][CH:40]=1)[C:7]([O:9][CH2:10][CH3:11])=[O:8])([CH3:4])([CH3:3])[CH3:2].C(O)(=O)C.C([BH3-])#N.[Na+].[OH-].[Na+]>C1COCC1.C(OCC)(=O)C>[C:1]([O:5][C@@H:6]([C:12]1[C:37]([CH3:38])=[CH:36][C:15]2[N:16]=[C:17]([N:19]3[CH2:24][CH2:23][NH:22][CH:21]([C:25]4[CH:26]=[C:27]5[C:31](=[CH:32][CH:33]=4)[N:30]([CH3:34])[N:29]=[CH:28]5)[C:20]3=[O:35])[S:18][C:14]=2[C:13]=1[C:39]1[CH:44]=[CH:43][C:42]([Cl:45])=[CH:41][CH:40]=1)[C:7]([O:9][CH2:10][CH3:11])=[O:8])([CH3:2])([CH3:3])[CH3:4] |f:2.3,4.5|. Reported procedure: To the solution of (S)-ethyl 2-tert-butoxy-2-(7-(4-chlorophenyl)-5-methyl-2-(3-(1-methyl-1H-indazol-5-yl)-2-oxo-5,6-dihydropyrazin-1(2H)-yl)benzo[d]thiazol-6-yl)acetate (64 mg, 0.1 mmol) in THF (1 mL) was added acetic acid (6 μL, 0.1 mmol), followed by sodium cyanoborohydride (10 mg, 0.2 mmol). The mixture was stirred for 12 hours, and diluted with ethyl acetate. Sodium hydroxide solution (1 N, 5 mL) was added, and the mixture was stirred for 30 minutes. Organic phase was separated, and was wash...